This data is from the Open Reaction Database (ORD), a public repository of structured organic reaction records. The task is: describe an organic reaction: reactants, conditions, products, and yield The reactants are NC=1C=C(C(=O)NC2=CC=C(C=C2)Br)C=CC1SC1=CC=C(C=C1)O (3-Amino-N-(4-bromo-phenyl)-4-(4-hydroxy-phenylsulfanyl)-benzamide), NC=1C=C(C(=O)NCC2=C(C=CC=C2)Br)C=CC1SC1=CC=C(C=C1)O (3-Amino-N-(2-bromo-benzyl)-4-(4-hydroxy-phenylsulfanyl)-benzamide), C(#N)C=1C(=NC(=CC1)C)N=CN(C)C (N′-(3-Cyano-6-methyl-pyridin-2-yl)-N,N-dimethyl-formamidine), C(#N)C=1C(=NC(=CC1)C)N=CN(C)C (N′-(3-Cyano-6-methyl-pyridin-2-yl)-N,N-dimethyl-formamidine), NC=1C=C(C(=O)NCC2=C(C=CC=C2)Br)C=CC1SC1=CC=C(C=C1)O (3-Amino-N-(2-bromo-benzyl)-4-(4-hydroxy-phenylsulfanyl)-benzamide), product. Product: BrC1=C(CNC(C2=CC(=C(C=C2)SC2=CC=C(C=C2)O)NC=2C3=C(N=CN2)N=C(C=C3)C)=O)C=CC=C1 (N-(2-Bromo-benzyl)-4-(4-hydroxy-phenylsulfanyl)-3-(7-methyl-pyrido[2,3-d]pyrimidin-4-ylamino)-benzamide). Isolated yield 71.0%. As a reaction SMILES: [NH2:1][C:2]1[CH:3]=[C:4]([CH:16]=[CH:17][C:18]=1[S:19][C:20]1[CH:25]=[CH:24][C:23]([OH:26])=[CH:22][CH:21]=1)[C:5]([NH:7][CH2:8][C:9]1[CH:14]=[CH:13][CH:12]=[CH:11][C:10]=1[Br:15])=[O:6].C([C:29]1[C:30]([N:36]=[CH:37][N:38]([CH3:40])C)=[N:31][C:32]([CH3:35])=[CH:33][CH:34]=1)#N.NC1C=C(C=CC=1SC1C=CC(O)=CC=1)C(NC1C=CC(Br)=CC=1)=O>>[Br:15][C:10]1[CH:11]=[CH:12][CH:13]=[CH:14][C:9]=1[CH2:8][NH:7][C:5](=[O:6])[C:4]1[CH:16]=[CH:17][C:18]([S:19][C:20]2[CH:21]=[CH:22][C:23]([OH:26])=[CH:24][CH:25]=2)=[C:2]([NH:1][C:40]2[C:29]3[CH:34]=[CH:33][C:32]([CH3:35])=[N:31][C:30]=3[N:36]=[CH:37][N:38]=2)[CH:3]=1. Procedure: The product of Example 31A was reacted with the product of Example 9B using the procedure of Example 22C substituting the product of Example 31A for the product of Example 22B and substituting the product of Example 9B for the product of Example 8E to provide the crude title compound which was purified by column chromatography on silica gel using methanol/dichloromethane as eluent to provide the title product (60 mg, 71%). 1H NMR (300 MHz, DMSO-D6) δ ppm: 2.68 (s, 3 H) 4.48 (d, J=5.52 Hz, 2 H) 6... RXN SMILES: [CH3:15][S:16](=[O:17])(=[O:18])[O:19][CH2:20][CH2:21][O:22][c:23]1[cH:24][cH:25][c:26]([CH2:29][CH2:30][N:31]2[C:32](=[O:48])[O:33][CH:34]([c:36]3[cH:37][c:38]4[c:39]([cH:46][cH:47]3)[O:40][C:41]([CH3:44])([CH3:45])[O:42][CH2:43]4)[CH2:35]2)[cH:27][cH:28]1.[CH3:54][CH2:55][O:56][C:57]([CH3:58])=[O:59].[CH:1]([CH3:2])([CH3:3])[O:4][c:5]1[cH:6][cH:7][c:8]([CH2:11][OH:12])[cH:9][cH:10]1.[H-:13].[Na+:14].[O:49]=[CH:50][N:51]([CH3:52])[CH3:53]>>[CH:1]([CH3:2])([CH3:3])[O:4][c:5]1[cH:6][cH:7][c:8]([CH2:11][O:19][CH2:20][CH2:21][O:22][c:23]2[cH:24][cH:25][c:26]([CH2:29][CH2:30][N:31]3[C:32](=[O:48])[O:33][CH:34]([c:36]4[cH:37][c:38]5[c:39]([cH:46][cH:47]4)[O:40][C:41]([CH3:44])([CH3:45])[O:42][CH2:43]5)[CH2:35]3)[cH:27][cH:28]2)[cH:9][cH:10]1. Starting materials: CC1(C)OCc2cc(C3CN(CCc4ccc(OCCOS(C)(=O)=O)cc4)C(=O)O3)ccc2O1, CCOC(C)=O, CC(C)Oc1ccc(CO)cc1, [H-], [Na+], CN(C)C=O. Product: CC(C)Oc1ccc(COCCOc2ccc(CCN3CC(c4ccc5c(c4)COC(C)(C)O5)OC3=O)cc2)cc1. Starting materials: C(C)(C)(C)OC(=O)N1CCC(CC1)OC1=CC=C(C=C1)N(S(=O)(=O)NC(OC(C)(C)C)=O)CC1=CC2=CC(=CC=C2C=C1)C#N (t-butyl N-[N-[4-[(1-t-butoxycarbonyl-4-piperidyl)oxy]phenyl]-N-[(7-cyano-2-naphthyl)methyl]sulfamoyl]carbamate), BrCC(=O)OCC (ethyl bromoacetate). Yields the product C(C)(C)(C)OC(=O)N1CCC(CC1)OC1=CC=C(C=C1)N(S(=O)(=O)N(CC(=O)OCC)C(=O)OC(C)(C)C)CC1=CC2=CC(=CC=C2C=C1)C#N (Ethyl N-[N-[4-[(1-t-butoxycarbonyl-4-piperidyl)oxy]phenyl]-N-[(7-cyano-2-naphthyl)methyl]sulfamoyl]-N-t-butoxycarbonylglycinate). Reaction SMILES: [C:1]([O:5][C:6]([N:8]1[CH2:13][CH2:12][CH:11]([O:14][C:15]2[CH:20]=[CH:19][C:18]([N:21]([CH2:33][C:34]3[CH:43]=[CH:42][C:41]4[C:36](=[CH:37][C:38]([C:44]#[N:45])=[CH:39][CH:40]=4)[CH:35]=3)[S:22]([NH:25][C:26](=[O:32])[O:27][C:28]([CH3:31])([CH3:30])[CH3:29])(=[O:24])=[O:23])=[CH:17][CH:16]=2)[CH2:10][CH2:9]1)=[O:7])([CH3:4])([CH3:3])[CH3:2].Br[CH2:47][C:48]([O:50][CH2:51][CH3:52])=[O:49]>>[C:1]([O:5][C:6]([N:8]1[CH2:9][CH2:10][CH:11]([O:14][C:15]2[CH:20]=[CH:19][C:18]([N:21]([CH2:33][C:34]3[CH:43]=[CH:42][C:41]4[C:36](=[CH:37][C:38]([C:44]#[N:45])=[CH:39][CH:40]=4)[CH:35]=3)[S:22]([N:25]([C:26]([O:27][C:28]([CH3:31])([CH3:30])[CH3:29])=[O:32])[CH2:47][C:48]([O:50][CH2:51][CH3:52])=[O:49])(=[O:24])=[O:23])=[CH:17][CH:16]=2)[CH2:12][CH2:13]1)=[O:7])([CH3:2])([CH3:3])[CH3:4]. Reported procedure: Starting compound: t-butyl N-[N-[4-[(1-t-butoxycarbonyl-4-piperidyl)oxy]phenyl]-N-[(7-cyano-2-naphthyl)methyl]sulfamoyl]carbamate, ethyl bromoacetate.